From a dataset of the Open Reaction Database (ORD), a public repository of structured organic reaction records. describe an organic reaction: reactants, conditions, products, and yield Reactants: C=CCn1ccnc1, CCCCBr, Cc1ccccc1, CC#N. The product is [Br-], C=CCn1cc[n+](CCCC)c1. Reaction SMILES: [CH2:1]([CH:2]=[CH2:3])[n:4]1[cH:5][n:6][cH:7][cH:8]1.[CH2:9]([CH2:10][CH2:11][CH3:12])[Br:13].[CH3:14][c:15]1[cH:16][cH:17][cH:18][cH:19][cH:20]1.[CH3:21][C:22]#[N:23]>>[Br-:13].[CH2:1]([CH:2]=[CH2:3])[n:4]1[cH:5][n+:6]([CH2:9][CH2:10][CH2:11][CH3:12])[cH:7][cH:8]1.